The task is: describe an organic reaction: reactants, conditions, products, and yield. This data is from the Open Reaction Database (ORD), a public repository of structured organic reaction records. Product: COc1ccc(C)cc1NC(=O)Nc1ccc(-c2c(C(N)=O)[nH]c3cnccc23)cc1. The reactants are COc1ccc(C)cc1N=C=O, ClCCl, NC(=O)c1[nH]c2cnccc2c1-c1ccc(N)cc1, C1CCOC1. As a reaction SMILES: [CH3:20][O:21][c:22]1[c:23]([N:29]=[C:30]=[O:31])[cH:24][c:25]([CH3:28])[cH:26][cH:27]1.[Cl:37][CH2:38][Cl:39].[NH2:1][c:2]1[cH:3][cH:4][c:5](-[c:8]2[c:9]([C:17](=[O:18])[NH2:19])[nH:10][c:11]3[cH:12][n:13][cH:14][cH:15][c:16]23)[cH:6][cH:7]1.[O:32]1[CH2:33][CH2:34][CH2:35][CH2:36]1>>[NH:1]([c:2]1[cH:3][cH:4][c:5](-[c:8]2[c:9]([C:17](=[O:18])[NH2:19])[nH:10][c:11]3[cH:12][n:13][cH:14][cH:15][c:16]23)[cH:6][cH:7]1)[C:30]([NH:29][c:23]1[c:22]([O:21][CH3:20])[cH:27][cH:26][c:25]([CH3:28])[cH:24]1)=[O:31].